This data is from the Open Reaction Database (ORD), a public repository of structured organic reaction records. The task is: describe an organic reaction: reactants, conditions, products, and yield The reactants are BrC1=CC=C2C=CNC2=C1 (6-bromoindole), C(C)[Mg]Br (ethylmagnesium bromide), CC1(C(C1(C)C)C(=O)Cl)C (2,2,3,3-tetramethylcyclopropanecarbonyl chloride). The reagents and catalysts are [Cl-].[Zn+2].[Cl-] (zinc chloride). Run in ClCCl (dichloromethane). Product: BrC1=CC=C2C(=CNC2=C1)C(=O)C1C(C1(C)C)(C)C (6-Bromo-1H-indol-3-yl-(2,2,3,3-tetramethyl-cyclopropyl)-methanone). The yield is 44.0%. Reaction SMILES: [Br:1][C:2]1[CH:10]=[C:9]2[C:5]([CH:6]=[CH:7][NH:8]2)=[CH:4][CH:3]=1.C([Mg]Br)C.[CH3:15][C:16]1([CH3:24])[C:18]([CH3:20])([CH3:19])[CH:17]1[C:21](Cl)=[O:22]>ClCCl.[Cl-].[Zn+2].[Cl-]>[Br:1][C:2]1[CH:10]=[C:9]2[C:5]([C:6]([C:21]([CH:17]3[C:18]([CH3:20])([CH3:19])[C:16]3([CH3:24])[CH3:15])=[O:22])=[CH:7][NH:8]2)=[CH:4][CH:3]=1 |f:4.5.6|. Reported procedure: A mixture of 6-bromoindole (2.0 g. 10 mmol), ethylmagnesium bromide (1.0 M solution in THF, 12 mL, 12 mmol), zinc chloride (1.0 M solution in Et2O, 12 mL, 12 mmol) and the product of Example 1A (15 mmol) in 50 mL of dichloromethane was processed as described in Example 1B to provide the title compound (1.4 g, 4.4 mmol, 44% yield). MS (DCI/NH3) m/z 320, 322 (M+H)+. The reactants are CCO, O=Cc1ccc(Cl)cc1, Cl, NO, [Na+], [OH-], O. As a reaction SMILES: [CH3:13][CH2:14][OH:15].[Cl:4][c:5]1[cH:6][cH:7][c:8]([CH:9]=[O:10])[cH:11][cH:12]1.[ClH:1].[NH2:2][OH:3].[Na+:18].[OH-:17].[OH2:16]>>[N:2]([OH:3])=[CH:9][c:8]1[cH:7][cH:6][c:5]([Cl:4])[cH:12][cH:11]1. Product: ON=Cc1ccc(Cl)cc1. Isolated yield 80.0%. Run at time 16 hour. As a reaction SMILES: [NH:1]1[C:9]2[C:4](=[CH:5][CH:6]=[CH:7][CH:8]=2)[C:3]([C:10]2[NH:14][C:13]3[CH:15]=[CH:16][C:17]([C:19]([C:21]4[CH:26]=[CH:25][CH:24]=[CH:23][CH:22]=4)=[O:20])=[CH:18][C:12]=3[N:11]=2)=[N:2]1.[H-].C([Al+]CC(C)C)C(C)C>O1CCCC1>[NH:1]1[C:9]2[C:4](=[CH:5][CH:6]=[CH:7][CH:8]=2)[C:3]([C:10]2[NH:14][C:13]3[CH:15]=[CH:16][C:17]([CH:19]([C:21]4[CH:22]=[CH:23][CH:24]=[CH:25][CH:26]=4)[OH:20])=[CH:18][C:12]=3[N:11]=2)=[N:2]1 |f:1.2|. Starting materials: N1N=C(C2=CC=CC=C12)C1=NC2=C(N1)C=CC(=C2)C(=O)C2=CC=CC=C2 ([2-(indazol-3-yl)-1H-benzoimidazol-5-yl]-phenyl-methanone), [H-].C(C(C)C)[Al+]CC(C)C (diisobutylaluminium hydride). Solvent: O1CCCC1 (tetrahydrofuran), O1CCCC1 (tetrahydrofuran). Product: N1N=C(C2=CC=CC=C12)C1=NC2=C(N1)C=CC(=C2)C(O)C2=CC=CC=C2 ([2-(indazol-3-yl)-1H-benzoimidazol-5-yl]-phenyl-methanol). Reported procedure: A stirred solution of [2-(indazol-3-yl)-1H-benzoimidazol-5-yl]-phenyl-methanone [200 mg, Example 234(c)] in tetrahydrofuran (10 mL), at −78° C. and under an atmosphere of nitrogen, was treated dropwise with a solution of diisobutylaluminium hydride in tetrahydrofuran (1.18 mL, 1N). The reaction mixture was warmed to ambient temperature, then stirred for 16 hours and then partitioned between ether and sodium hydroxide solution (2N). The organic phase was washed with water, then with brine, then d... The reactants are O[Li].O (LiOH.H2O), COC(C(C(=O)OC)CC#CC1=C2/C(/C(NC2=CC=C1)=O)=C/C=1NC=CC1OC)=O ((Z)-[3-[2,3-dihydro-3-[(3-methoxy-1H-pyrrol-2-yl)methylene]-2-oxo-1H-indol-4-yl]-2-propynyl]propanedioic acid dimethyl ester). The solvent is C1CCOC1 (THF), O (water). Yields the product COC1=C(NC=C1)\C=C\1/C(NC2=CC=CC(=C12)C#CCC(C(=O)O)C(=O)O)=O ((Z)-[3-[2,3-dihydro-3-[(3-methoxy-1H-pyrrol-2-yl)methylene]-2-oxo-1H-indol-4-yl]-2-propynyl]propanedioic acid). Reaction SMILES: C[O:2][C:3](=[O:30])[CH:4]([CH2:9][C:10]#[C:11][C:12]1[CH:20]=[CH:19][CH:18]=[C:17]2[C:13]=1/[C:14](=[CH:22]/[C:23]1[NH:24][CH:25]=[CH:26][C:27]=1[O:28][CH3:29])/[C:15](=[O:21])[NH:16]2)[C:5]([O:7]C)=[O:6].O[Li].O>C1COCC1.O>[CH3:29][O:28][C:27]1[CH:26]=[CH:25][NH:24][C:23]=1/[CH:22]=[C:14]1\[C:15](=[O:21])[NH:16][C:17]2[C:13]\1=[C:12]([C:11]#[C:10][CH2:9][CH:4]([C:3]([OH:30])=[O:2])[C:5]([OH:7])=[O:6])[CH:20]=[CH:19][CH:18]=2 |f:1.2|. Procedure details: Using Method F above, (Z)-[3-[2,3-dihydro-3-[(3-methoxy-1H-pyrrol-2-yl)methylene]-2-oxo-1H-indol-4-yl]-2-propynyl]propanedioic acid dimethyl ester (68 mg, 0.16 mmol) (from Example 26 above) was hydrolyzed with LiOH.H2O (140 mg, 3.32 mmol) in THF (1 mL) and water (1 mL) at room temperature for 20 h to yield (Z)-[3-[2,3-dihydro-3-[(3-methoxy-1H-pyrrol-2-yl)methylene]-2-oxo-1H-indol-4-yl]-2-propynyl]propanedioic acid. (Yield 49 mg, 82%). Starting materials: D1, COC1=C(CON2C(NC3=C(C2=O)SC2=C3C=CC=C2)=O)C=CC(=C1)OC (3-(2,4-Dimethoxy-benzyloxy)-1H-benzo[4,5]thieno[3,2-d]pyrimidine-2,4-dione), C(C1=CC=CC=C1)Br (benzyl bromide). Yields the product C(C1=CC=CC=C1)N1C(N(C(C2=C1C1=C(S2)C=CC=C1)=O)O)=O (1-Benzyl-3-hydroxy-1H-benzo[4,5]thieno[3,2-d]pyrimidine-2,4-dione). As a reaction SMILES: COC1C=C(OC)C=CC=1C[O:6][N:7]1[C:12](=[O:13])[C:11]2[S:14][C:15]3[CH:20]=[CH:19][CH:18]=[CH:17][C:16]=3[C:10]=2[NH:9][C:8]1=[O:21].[CH2:28](Br)[C:29]1[CH:34]=[CH:33][CH:32]=[CH:31][CH:30]=1>>[CH2:28]([N:9]1[C:10]2[C:16]3[CH:17]=[CH:18][CH:19]=[CH:20][C:15]=3[S:14][C:11]=2[C:12](=[O:13])[N:7]([OH:6])[C:8]1=[O:21])[C:29]1[CH:34]=[CH:33][CH:32]=[CH:31][CH:30]=1. Reported procedure: Following general procedure B2 and D1, 3-(2,4-Dimethoxy-benzyloxy)-1H-benzo[4,5]thieno[3,2-d]pyrimidine-2,4-dione was alkylated with benzyl bromide and subsequently deprotected to provide the title compound as a white solid. 1H NMR (d6-DMSO, 300 MHz) δ 5.75 (s, 2H); 7.20-7.45 (m, 6H); 7.56 (ddd, J1=8 Hz, J2=1 Hz, 1H); 7.93 (d, J=9 Hz, 1H); 8.15 (d, J=8 Hz, 1H); 11.06 (br s, 1H); retention time=2.57 min., m/z=325.0.